The task is: describe an organic reaction: reactants, conditions, products, and yield. This data is from the Open Reaction Database (ORD), a public repository of structured organic reaction records. Starting materials: solution, C(C)(C)(C)[Li] (tert-butyllithium), FC(C1=CC=C(C=C1)NC(OC(C)(C)C)=O)(F)F (tert-butyl 4-trifluoromethylphenylcarbamate), FC(C1=CC2=C(N(CCCS2)C(=O)OC(C)(C)C)C=C1)(F)F (Tert-butyl 8-trifluoromethyl-2,3,4,5-tetrahydro-[1,5]benzothiazepine-5-carboxylate), [S] (sulphur), ClCCCI (1-chloro-3-iodopropane). Run in CCCCC (pentane), O1CCCC1 (tetrahydrofuran), O (water). Run at temperature -20 celsius, time 4 hour. Product: FC(C1=CC2=C(N(C=CCS2)C(=O)OC(C)(C)C)C=C1)(F)F (tert-butyl 8-trifluoromethyl-[1,5]benzothiazepine-5-carboxylate). RXN SMILES: [F:1][C:2]([F:22])([F:21])[C:3]1[CH:20]=[CH:19][C:6]2[N:7]([C:12]([O:14][C:15]([CH3:18])([CH3:17])[CH3:16])=[O:13])[CH2:8][CH2:9][CH2:10][S:11][C:5]=2[CH:4]=1.C([Li])(C)(C)C.FC(F)(F)C1C=CC(NC(=O)OC(C)(C)C)=CC=1.[S].ClCCCI>CCCCC.O1CCCC1.O>[F:22][C:2]([F:1])([F:21])[C:3]1[CH:20]=[CH:19][C:6]2[N:7]([C:12]([O:14][C:15]([CH3:18])([CH3:17])[CH3:16])=[O:13])[CH:8]=[CH:9][CH2:10][S:11][C:5]=2[CH:4]=1 |^3:45|. Procedure: Tert-butyl 8-trifluoromethyl-2,3,4,5-tetrahydro-[1,5]benzothiazepine-5-carboxylate may be prepared in the following manner: 102 ml of a 1.5 M solution of tert-butyllithium in pentane are added dropwise over 1 hour to a solution, kept at −70° C. under argon, of 20 g of tert-butyl 4-trifluoromethylphenylcarbamate in 250 ml of anhydrous tetrahydrofuran. The mixture is stirred for 4 hours at −20° C., cooled to around −60° C., supplemented with 2.5 g of sulphur and then stirred for 45 minutes at −20°... Starting materials: ClC=1N=C(C2=C(N1)SC=N2)NC2=CC(=C(C=C2)OC)OC (5-chloro-N-(3,4-dimethoxyphenyl)thiazolo[5,4-d]pyrimidin-7-amine), N1=CC=C(C=C1)CCNC(C1=CC=C(C=C1)B1OC(C(O1)(C)C)(C)C)=O (N-(2-(pyridin-4-yl)ethyl)-4-(4,4,5,5-tetramethyl-1,3,2-dioxaborolan-2-yl)benzamide), C(=O)([O-])[O-].[Na+].[Na+] (Na2CO3), O (water). Reagents/catalysts: C=1C=CC(=CC1)[P](C=2C=CC=CC2)(C=3C=CC=CC3)[Pd]([P](C=4C=CC=CC4)(C=5C=CC=CC5)C=6C=CC=CC6)([P](C=7C=CC=CC7)(C=8C=CC=CC8)C=9C=CC=CC9)[P](C=1C=CC=CC1)(C=1C=CC=CC1)C=1C=CC=CC1 (Pd(PPh3)4). Solvent: O1CCOCC1 (1,4-dioxane). Product: COC=1C=C(C=CC1OC)NC=1C2=C(N=C(N1)C1=CC=C(C(=O)NCCC3=CC=NC=C3)C=C1)SC=N2 (4-(7-(3,4-dimethoxyphenylamino)thiazolo[5,4-d]pyrimidin-5-yl)-N-(2-(pyridin-4-yl)ethyl)benzamide). The yield is 31.5%. As a reaction SMILES: Cl[C:2]1[N:3]=[C:4]([NH:11][C:12]2[CH:17]=[CH:16][C:15]([O:18][CH3:19])=[C:14]([O:20][CH3:21])[CH:13]=2)[C:5]2[N:10]=[CH:9][S:8][C:6]=2[N:7]=1.[N:22]1[CH:27]=[CH:26][C:25]([CH2:28][CH2:29][NH:30][C:31](=[O:47])[C:32]2[CH:37]=[CH:36][C:35](B3OC(C)(C)C(C)(C)O3)=[CH:34][CH:33]=2)=[CH:24][CH:23]=1.C([O-])([O-])=O.[Na+].[Na+].O>O1CCOCC1.C1C=CC([P]([Pd]([P](C2C=CC=CC=2)(C2C=CC=CC=2)C2C=CC=CC=2)([P](C2C=CC=CC=2)(C2C=CC=CC=2)C2C=CC=CC=2)[P](C2C=CC=CC=2)(C2C=CC=CC=2)C2C=CC=CC=2)(C2C=CC=CC=2)C2C=CC=CC=2)=CC=1>[CH3:21][O:20][C:14]1[CH:13]=[C:12]([NH:11][C:4]2[C:5]3[N:10]=[CH:9][S:8][C:6]=3[N:7]=[C:2]([C:35]3[CH:36]=[CH:37][C:32]([C:31]([NH:30][CH2:29][CH2:28][C:25]4[CH:26]=[CH:27][N:22]=[CH:23][CH:24]=4)=[O:47])=[CH:33][CH:34]=3)[N:3]=2)[CH:17]=[CH:16][C:15]=1[O:18][CH3:19] |f:2.3.4,^1:64,66,85,104|. Reported procedure: To a stirred solution of 5-chloro-N-(3,4-dimethoxyphenyl)thiazolo[5,4-d]pyrimidin-7-amine (100 mg, 0.31 mmol) and N-(2-(pyridin-4-yl)ethyl)-4-(4,4,5,5-tetramethyl-1,3,2-dioxaborolan-2-yl)benzamide (140 mg, 0.4 mmol) in 25 mL of 1,4-dioxane were added Na2CO3 (64 mg, 0.6 mmol) and 3 mL of water at room temperature. Then the mixture was degassed with nitrogen for 15 minutes. Pd(PPh3)4 (20 mg, 0.017 mmol) was added in one portion and the reaction mixture was stirred at reflux for 16 hours under nitr... Starting materials: C(C)OC(=O)C1=NC=CC2=C(C=3N(C=4C=CC(=CC4C3C=C21)O)C)C (1-ethoxycarbonyl-5,6-dimethyl-9-hydroxy-6H-pyrido[4,3-b]carbazole), NCCCN1CCOCC1 (4-(3-aminopropyl)morpholine). Run at temperature 120 celsius. Product: O1CCN(CC1)CCCNC(=O)C1=NC=CC2=C(C=3N(C=4C=CC(=CC4C3C=C21)O)C)C (1-[N-(3-Morpholinopropyl)aminocarbonyl]-5,6-dimethyl-9-hydroxy-6H-pyrido[4,3-b]carbazole). Reaction SMILES: C(O[C:4]([C:6]1[C:22]2[C:10](=[C:11]([CH3:25])[C:12]3[N:13]([CH3:24])[C:14]4[CH:15]=[CH:16][C:17]([OH:23])=[CH:18][C:19]=4[C:20]=3[CH:21]=2)[CH:9]=[CH:8][N:7]=1)=[O:5])C.[NH2:26][CH2:27][CH2:28][CH2:29][N:30]1[CH2:35][CH2:34][O:33][CH2:32][CH2:31]1>>[O:33]1[CH2:34][CH2:35][N:30]([CH2:29][CH2:28][CH2:27][NH:26][C:4]([C:6]2[C:22]3[C:10](=[C:11]([CH3:25])[C:12]4[N:13]([CH3:24])[C:14]5[CH:15]=[CH:16][C:17]([OH:23])=[CH:18][C:19]=5[C:20]=4[CH:21]=3)[CH:9]=[CH:8][N:7]=2)=[O:5])[CH2:31][CH2:32]1. Procedure: 0.36 g (1.078 mmol) of the ester obtained in Step A of Example 11 are dissolved in 10 ml of 4-(3-aminopropyl)morpholine under an argon atmosphere. The mixture is heated at 120° C. for 19 hours. The reactants are CN1NC(=CC1=S)C(F)(F)F (1-methyl-3-(trifluoromethyl)pyrazol-5-thione), C([O-])([O-])=O.[K+].[K+] (potassium carbonate), CI (methyl iodide). Solvent: C(C)#N (acetonitrile), C(C)#N (acetonitrile). Run at time 15 minute. The product is CN1N=C(C=C1SC)C(F)(F)F (1-methyl-5-methylthio-3-(trifluoromethyl)pyrazole). Isolated yield 86.4%. As a reaction SMILES: [CH3:1][N:2]1[C:6](=[S:7])[CH:5]=[C:4]([C:8]([F:11])([F:10])[F:9])[NH:3]1.[C:12](=O)([O-])[O-].[K+].[K+].CI>C(#N)C>[CH3:1][N:2]1[C:6]([S:7][CH3:12])=[CH:5][C:4]([C:8]([F:11])([F:9])[F:10])=[N:3]1 |f:1.2.3|. Reported procedure: 3.87 g of compound (8-5) and 4.40 g of potassium carbonate were suspended in 100 ml of acetonitrile. The suspension was stirred at room temperature for 15 minutes. A solution of 3.62 g of methyl iodide in 10 ml of acetonitrile was added dropwise, and the mixture was stirred at room temperature for 12 hours. The reaction solution was concentrated under reduced pressure. After water was added to the residue, the mixture was extracted with ethyl acetate. The organic layer was dried over magnesium s... Starting materials: CC(=C)C(C#CC(=CC=C1C(=CC(CC1(C)C)=O)C)C)O (2,6-dimethyl-8-(4-oxo-2,6,6-trimethyl-2-cyclohexenylidene)-1,6-octadien-4-yn-3-ol), N1=CC=CC2=CC=CC=C12 (quinoline). Reagents/catalysts: [Pd].CC(=O)[O-].CC(=O)[O-].[Pb+2] (Lindlar catalyst), palladium-clacium carbonate. The solvent is C1=CC=CC=C1 (benzene). Product: CC(=C)C(\C=C/C(=CC=C1C(=CC(CC1(C)C)=O)C)C)O (4-Cis-2,6-Dimethyl-8-(4-Oxo-2,6,6-Trimethyl-2-Cyclohexenylidene)-1,4,6-Octatrien-3-ol). Reaction SMILES: [CH3:1][C:2]([CH:4]([OH:21])[C:5]#[C:6][C:7]([CH3:20])=[CH:8][CH:9]=[C:10]1[C:15]([CH3:17])([CH3:16])[CH2:14][C:13](=[O:18])[CH:12]=[C:11]1[CH3:19])=[CH2:3].N1C2C(=CC=CC=2)C=CC=1>[Pd].CC([O-])=O.CC([O-])=O.[Pb+2].C1C=CC=CC=1>[CH3:3][C:2]([CH:4]([OH:21])/[CH:5]=[CH:6]\[C:7]([CH3:20])=[CH:8][CH:9]=[C:10]1[C:15]([CH3:16])([CH3:17])[CH2:14][C:13](=[O:18])[CH:12]=[C:11]1[CH3:19])=[CH2:1] |f:2.3.4.5|. Procedure details: 6.5 g. of purified 2,6-dimethyl-8-(4-oxo-2,6,6-trimethyl-2-cyclohexenylidene)-1,6-octadien-4-yn-3-ol was hydrogenated with 1 g. of Lindlar catalyst (a palladium-clacium carbonate catalyst deactivated by the addition of lead and quinoline) in benzene. 700 ml. of hydrogen was consumed within 4 hours. After this period, the catalyst was removed from the solution and the solution was washed with water, then dried and evaporated under reduced pressure. The product was purified by chromatography on 20... Starting materials: FC1=C(OC2=CC(=NC=N2)NC(=O)N2CCC(CC2)N2CCC2)C=CC(=C1)[N+](=O)[O-] (4-(azetidin-1-yl)piperidine-1-carboxylic acid (6-(2-fluoro-4-nitrophenoxy)pyrimidin-4-yl)amide). Reagents/catalysts: [C].[Pd] (palladium-carbon). The solvent is CO (methanol). Run at time 12 hour. The product is NC1=CC(=C(OC2=CC(=NC=N2)NC(=O)N2CCC(CC2)N2CCC2)C=C1)F (4-(Azetidin-1-yl)piperidine-1-carboxylic acid [6-(4-amino-2-fluorophenoxy)pyrimidin-4-yl]amide). Isolated yield 47.4%. As a reaction SMILES: [F:1][C:2]1[CH:27]=[C:26]([N+:28]([O-])=O)[CH:25]=[CH:24][C:3]=1[O:4][C:5]1[N:10]=[CH:9][N:8]=[C:7]([NH:11][C:12]([N:14]2[CH2:19][CH2:18][CH:17]([N:20]3[CH2:23][CH2:22][CH2:21]3)[CH2:16][CH2:15]2)=[O:13])[CH:6]=1>CO.[C].[Pd]>[NH2:28][C:26]1[CH:25]=[CH:24][C:3]([O:4][C:5]2[N:10]=[CH:9][N:8]=[C:7]([NH:11][C:12]([N:14]3[CH2:19][CH2:18][CH:17]([N:20]4[CH2:23][CH2:22][CH2:21]4)[CH2:16][CH2:15]3)=[O:13])[CH:6]=2)=[C:2]([F:1])[CH:27]=1 |f:2.3|. Reported procedure: After adding 10% palladium-carbon (85 mg) to a solution of 4-(azetidin-1-yl)piperidine-1-carboxylic acid (6-(2-fluoro-4-nitrophenoxy)pyrimidin-4-yl)amide (364 mg) in methanol (20 ml), the mixture was stirred for 12 hours at room temperature under a hydrogen atmosphere. The catalyst was filtered and the filtrate was concentrated under reduced pressure. The obtained solid was suspended in ethyl acetate and diluted with diethyl ether. The solid was filtered and washed with diethyl ether. It was the... Reactants: C1(CCCCC1)C1=CC=C(C=C1)SCCCCOC=1C=CC2=C(C(OC(N2)=O)(CCCCCC)CCCCCC)C1 (6-[4-(4-cyclohexyl-phenylmercapto)-butoxy]-4,4-di-n-hexyl-4H-3,1-benzoxazin-2-one), OO (hydrogen peroxide). Product: C1(CCCCC1)C1=CC=C(C=C1)S(=O)CCCCOC=1C=CC2=C(C(OC(N2)=O)(CCCCCC)CCCCCC)C1 (6-[4-(4-Cyclohexyl-phenylsulfinyl)-butoxy]-4,4-di-n-hexyl-4H-3,1-benzoxazin-2-one). Reaction SMILES: [CH:1]1([C:7]2[CH:12]=[CH:11][C:10]([S:13][CH2:14][CH2:15][CH2:16][CH2:17][O:18][C:19]3[CH:20]=[CH:21][C:22]4[NH:27][C:26](=[O:28])[O:25][C:24]([CH2:35][CH2:36][CH2:37][CH2:38][CH2:39][CH3:40])([CH2:29][CH2:30][CH2:31][CH2:32][CH2:33][CH3:34])[C:23]=4[CH:41]=3)=[CH:9][CH:8]=2)[CH2:6][CH2:5][CH2:4][CH2:3][CH2:2]1.[OH:42]O>>[CH:1]1([C:7]2[CH:8]=[CH:9][C:10]([S:13]([CH2:14][CH2:15][CH2:16][CH2:17][O:18][C:19]3[CH:20]=[CH:21][C:22]4[NH:27][C:26](=[O:28])[O:25][C:24]([CH2:29][CH2:30][CH2:31][CH2:32][CH2:33][CH3:34])([CH2:35][CH2:36][CH2:37][CH2:38][CH2:39][CH3:40])[C:23]=4[CH:41]=3)=[O:42])=[CH:11][CH:12]=2)[CH2:6][CH2:5][CH2:4][CH2:3][CH2:2]1. Procedure details: Prepared analogously to Example 2 from 6-[4-(4-cyclohexyl-phenylmercapto)-butoxy]-4,4-di-n-hexyl-4H-3,1-benzoxazin-2-one and hydrogen peroxide. The reactants are CS(=O)(=O)N1CCC(=CC1)C=1C=C2C(=CN1)OC(=C2)C2CCNCC2 (5-(1-methanesulfonyl-1,2,3,6-tetrahydro-pyridin-4-yl)-2-piperidin-4-yl-furo[2,3-c]pyridine), ClC=1SC(=NN1)C(F)(F)F (2-chloro-5-trifluoromethyl-[1,3,4]thiadiazole), C(=O)([O-])[O-].[K+].[K+] (K2CO3), CS(=O)C (dimethyl sulfoxide). The solvent is O (water). Run at temperature 60 celsius, time 8 hour. The product is C(C)(C)OC(C)C (diisopropylether), CS(=O)(=O)N1CCC(=CC1)C=1C=C2C(=CN1)OC(=C2)C2CCN(CC2)C=2SC(=NN2)C(F)(F)F (5-(1-Methanesulfonyl-1,2,3,6-tetrahydro-pyridin-4-yl)-2-[1-(5-trifluoromethyl-[1,3,4]thiadiazol-2-yl)-piperidin-4-yl]-furo[2,3-c]pyridine). RXN SMILES: [CH3:1][S:2]([N:5]1[CH2:10][CH:9]=[C:8]([C:11]2[CH:12]=[C:13]3[CH:19]=[C:18]([CH:20]4[CH2:25][CH2:24][NH:23][CH2:22][CH2:21]4)[O:17][C:14]3=[CH:15][N:16]=2)[CH2:7][CH2:6]1)(=[O:4])=[O:3].Cl[C:27]1[S:28][C:29]([C:32]([F:35])([F:34])[F:33])=[N:30][N:31]=1.C([O-])([O-])=O.[K+].[K+].CS(C)=O>O>[CH:14]([O:17][CH:18]([CH3:20])[CH3:19])([CH3:15])[CH3:13].[CH3:1][S:2]([N:5]1[CH2:6][CH:7]=[C:8]([C:11]2[CH:12]=[C:13]3[CH:19]=[C:18]([CH:20]4[CH2:25][CH2:24][N:23]([C:27]5[S:28][C:29]([C:32]([F:35])([F:34])[F:33])=[N:30][N:31]=5)[CH2:22][CH2:21]4)[O:17][C:14]3=[CH:15][N:16]=2)[CH2:9][CH2:10]1)(=[O:3])=[O:4] |f:2.3.4|. Reported procedure: A mixture of 5-(1-methanesulfonyl-1,2,3,6-tetrahydro-pyridin-4-yl)-2-piperidin-4-yl-furo[2,3-c]pyridine (HCl salt, 70 mg), 2-chloro-5-trifluoromethyl-[1,3,4]thiadiazole (35 mg), K2CO3 (55 mg), and dimethyl sulfoxide (3 mL) is stirred at 60° C. overnight. After cooling to room temperature, water is added and the resulting mixture is extracted with ethyl acetate. The combined extracts are washed with brine, dried (Na2SO4), and concentrated. The residue is triturated with methanol and then with dii...